From a dataset of the Open Reaction Database (ORD), a public repository of structured organic reaction records. describe an organic reaction: reactants, conditions, products, and yield Starting materials: BrC=1C=CC(=C(C1)C1=NC(=NC(=C1)Cl)N)OCCC (4-(5-bromo-2-propoxy-phenyl)-6-chloro-pyrimidin-2-ylamine), NC1=NC(=CC(=N1)C1=C(C=CC(=C1)Br)O)Cl (2-(2-amino-6-chloro-pyrimidin-4-yl)-4-bromo-phenol), C(CCCCC)O (hexan-1-ol). The product is BrC=1C=CC(=C(C1)C1=NC(=NC(=C1)Cl)N)OCCCCCC (4-(5-bromo-2-hexyloxy-phenyl)-6-chloro-pyrimidin-2-ylamine). Isolated yield 47.0%. Reaction SMILES: [Br:1][C:2]1[CH:3]=[CH:4][C:5]([O:16][CH2:17][CH2:18][CH3:19])=[C:6]([C:8]2[CH:13]=[C:12]([Cl:14])[N:11]=[C:10]([NH2:15])[N:9]=2)[CH:7]=1.NC1N=[C:25](C2C=C(Br)C=CC=2O)[CH:24]=[C:23](Cl)N=1.C(O)CCCCC>>[Br:1][C:2]1[CH:3]=[CH:4][C:5]([O:16][CH2:17][CH2:18][CH2:19][CH2:23][CH2:24][CH3:25])=[C:6]([C:8]2[CH:13]=[C:12]([Cl:14])[N:11]=[C:10]([NH2:15])[N:9]=2)[CH:7]=1. Procedure: Following the method described in Example 135 for the synthesis of 4-(5-bromo-2-propoxy-phenyl)-6-chloro-pyrimidin-2-ylamine, 2-(2-amino-6-chloro-pyrimidin-4-yl)-4-bromo-phenol and hexan-1-ol provided 4-(5-bromo-2-hexyloxy-phenyl)-6-chloro-pyrimidin-2-ylamine (47% yield). Reactants: COC(=O)N=C=S (methoxycarbonyl isothiocyanate), FC(C=1C=C(C=CC1)S(=O)(=O)OC=1C=CC(=C(N)C1)NC(=O)N)(F)F (5-(3-trifluoromethylphenylsulfonyloxy)-2-ureidoaniline), C(C)(C)OC(C)C (diisopropyl ether). Solvent: O1CCOCC1 (dioxane). Conditions: time 4 hour. Product: COC(=O)NC(=S)NC1=C(C=CC(=C1)OS(=O)(=O)C1=CC(=CC=C1)C(F)(F)F)NC(=O)N (1-Methoxycarbonyl-3-[5-(3-trifluoromethylphenylsulfonyloxy)-2-ureidophenyl]thiourea). As a reaction SMILES: [CH3:1][O:2][C:3]([N:5]=[C:6]=[S:7])=[O:4].[F:8][C:9]([F:32])([F:31])[C:10]1[CH:11]=[C:12]([S:16]([O:19][C:20]2[CH:21]=[CH:22][C:23]([NH:27][C:28]([NH2:30])=[O:29])=[C:24]([CH:26]=2)[NH2:25])(=[O:18])=[O:17])[CH:13]=[CH:14][CH:15]=1.C(OC(C)C)(C)C>O1CCOCC1>[CH3:1][O:2][C:3]([NH:5][C:6]([NH:25][C:24]1[CH:26]=[C:20]([O:19][S:16]([C:12]2[CH:13]=[CH:14][CH:15]=[C:10]([C:9]([F:8])([F:31])[F:32])[CH:11]=2)(=[O:18])=[O:17])[CH:21]=[CH:22][C:23]=1[NH:27][C:28]([NH2:30])=[O:29])=[S:7])=[O:4]. Reported procedure: 12 ml of methoxycarbonyl isothiocyanate are added dropwise, with stirring, to 18.7 g of 5-(3-trifluoromethylphenylsulfonyloxy)-2-ureidoaniline in 300 ml of dioxane, the temperature rising to about 40° C. The mixture is stirred for a further four hours without cooling, 60 ml of diisopropyl ether are added and the precipitate is filtered off with suction. After washing with diisopropyl ether, recrystallization is carried out from methanol/diisopropyl ether with the addition of active charcoal, mel... Reactants: NC=1C=C(CO)C=CC1 (3-aminobenzyl alcohol), ClC(=O)OCCOC (2-methoxyethyl chloroformate), C(C)(=O)OCC (ethyl acetate), ClC(=O)OCCOC (2-methoxyethyl chloroformate). Solvent: O1CCCC1 (tetrahydrofuran), O1CCCC1 (tetrahydrofuran). Conditions: time 30 minute. The product is COCCOC(=O)NC=1C=C(CO)C=CC1 (3-[(2-methoxyethoxy)carbonylamino]benzyl alcohol). RXN SMILES: [NH2:1][C:2]1[CH:3]=[C:4]([CH:7]=[CH:8][CH:9]=1)[CH2:5][OH:6].Cl[C:11]([O:13][CH2:14][CH2:15][O:16][CH3:17])=[O:12].C(OCC)(=O)C>O1CCCC1>[CH3:17][O:16][CH2:15][CH2:14][O:13][C:11]([NH:1][C:2]1[CH:3]=[C:4]([CH:7]=[CH:8][CH:9]=1)[CH2:5][OH:6])=[O:12]. Reported procedure: To a solution of 15.0 g of 3-aminobenzyl alcohol in 120 ml of tetrahydrofuran was added dropwise a solution of 18 ml of 2-methoxyethyl chloroformate in 70 ml of tetrahydrofuran under ice-cooling. After stirred for 30 minutes under ice-cooling and then at room temperature for 30 minutes, additional 2 ml of 2-methoxyethyl chloroformate was added, and the mixture was stirred at room temperature for 1 hour. After ethyl acetate was added, the mixture was washed successively with an aqueous saturated ...